Dataset: the Open Reaction Database (ORD), a public repository of structured organic reaction records. Task: describe an organic reaction: reactants, conditions, products, and yield The reactants are Cl.N[C@H](CCCCN)C(=O)O ((R)-lysine HCl salt), C[Si](N[Si](C)(C)C)(C)C (hexamethyldisilazane), Cl[Si](C)(C)C (chlorotrimethylsilane). The solvent is C=1(C(=CC=CC1)C)C (xylene). Conditions: temperature 120 celsius, time 48 hour. The product is N[C@H]1C(NCCCC1)=O ((R)-3-aminoazepan-2-one). As a reaction SMILES: Cl.[NH2:2][C@@H:3]([C:9]([OH:11])=O)[CH2:4][CH2:5][CH2:6][CH2:7][NH2:8].C[Si](C)(C)N[Si](C)(C)C.Cl[Si](C)(C)C>C1(C)C(C)=CC=CC=1>[NH2:2][C@@H:3]1[CH2:4][CH2:5][CH2:6][CH2:7][NH:8][C:9]1=[O:11] |f:0.1|. Procedure details: To a solution of (R)-lysine HCl salt (100 g, 0.68 mol) in xylene (1 L) was added hexamethyldisilazane (1000 mL, 4.76 mol) and chlorotrimethylsilane (10 mL, 78.8 mmol). The mixture was heated to 120° C. for 24 h, then to 180° C. for 48 h. The solvent was then removed under reduced pressure and the crude material was purified by column chromatography (20:1 to 10:1 CH2Cl2/MeOH) to afford (R)-3-aminoazepan-2-one (I-1a). The reactants are BrC1=C(C=C(C(=C1)C1=CC=CC=C1)Br)C1=CC=CC=C1 (1,4-di-bromo-2,5-diphenylbenzene), COB(OC)OC (trimethylborate), Cl (HCl), C(CCC)[Li] (n-butyllithium). The solvent is C(C)OCC (diethylether), CCOCC (ether), CCCCCC (hexane). Run at time 2 hour. Yields the product BrC1=CC(=C(C=C1C1=CC=CC=C1)B(O)O)C1=CC=CC=C1 (4-Bromo-2,5-diphenylbenzeneboronic acid). As a reaction SMILES: C([Li])CCC.[Br:6][C:7]1[CH:12]=[C:11]([C:13]2[CH:18]=[CH:17][CH:16]=[CH:15][CH:14]=2)[C:10](Br)=[CH:9][C:8]=1[C:20]1[CH:25]=[CH:24][CH:23]=[CH:22][CH:21]=1.C[O:27][B:28](OC)[O:29]C.Cl>CCCCCC.C(OCC)C>[Br:6][C:7]1[C:8]([C:20]2[CH:25]=[CH:24][CH:23]=[CH:22][CH:21]=2)=[CH:9][C:10]([B:28]([OH:29])[OH:27])=[C:11]([C:13]2[CH:18]=[CH:17][CH:16]=[CH:15][CH:14]=2)[CH:12]=1. Procedure: 4-Bromo-2,5-diphenylbenzeneboronic acid is prepared as follows: A solution of n-butyllithium (1.6M, 15 ml) in hexane is added slowly to a cooled (-40° C.) solution of 1,4-di-bromo-2,5-diphenylbenzene (25 mmol) in diethylether (100 ml). This mixture is allowed to warm to room temperature and is stirred for 2 hours. This solution is transferred into a dropping funnel and added to a cooled (-60° C.) solution of trimethylborate (74 mmol) in ether (200 ml). It is then stirred for 8 hours at room temp... Procedure: A mixture of 5-bromo-1-p-toluenesulfonyl-4-oxo-4,5,6,7-tetrahydroindole (100 parts), epibromohydrin (1.2 molar equivalents) and stannic chloride (0.1 molar equivalent in carbon tetrachloride (1500 parts) is kept at 0° C. to 2° C. for 19 hours. The reaction mixture is carefully mixed with 5N-sodium hydroxide to adjust at pH 10, shaken and organic layer separated. By washing with water, drying and concentration, the organic layer gives 72.3% yield of 5-bromo-4'-bromomethyl-1-p-toluenesulfonyl-4,5,... The solvent is C(Cl)(Cl)(Cl)Cl (carbon tetrachloride). Reaction conditions: time 19 hour. Reactants: [OH-].[Na+] (sodium hydroxide), BrC1C(C=2C=CN(C2CC1)S(=O)(=O)C1=CC=C(C=C1)C)=O (5-bromo-1-p-toluenesulfonyl-4-oxo-4,5,6,7-tetrahydroindole), C(Br)C1CO1 (epibromohydrin), stannic chloride. Reaction SMILES: [Br:1][CH:2]1[CH2:10][CH2:9][C:8]2[N:7]([S:11]([C:14]3[CH:19]=[CH:18][C:17]([CH3:20])=[CH:16][CH:15]=3)(=[O:13])=[O:12])[CH:6]=[CH:5][C:4]=2[C:3]1=[O:21].[CH2:22]([CH:24]1[O:26][CH2:25]1)[Br:23].[OH-].[Na+]>C(Cl)(Cl)(Cl)Cl>[Br:1][CH:2]1[C:3]2([O:26][CH:24]([CH2:22][Br:23])[CH2:25][O:21]2)[C:4]2[CH:5]=[CH:6][N:7]([S:11]([C:14]3[CH:19]=[CH:18][C:17]([CH3:20])=[CH:16][CH:15]=3)(=[O:13])=[O:12])[C:8]=2[CH2:9][CH2:10]1 |f:2.3|. Yields the product BrC1CCC=2N(C=CC2C12OCC(O2)CBr)S(=O)(=O)C2=CC=C(C=C2)C (5-bromo-4'-bromomethyl-1-p-toluenesulfonyl-4,5,6,7-tetrahydroindole-4-spiro-2'-[1,3]dioxolane). The yield is 72.3%. Reactants: C(C)OC(C(CC1=CC=C(C=C1)O)(C)OC1=CC(=CC=C1)F)=O (2-(3-fluorophenoxy)-3-(4-hydroxyphenyl)-2-methyl-propionic acid ethyl ester), CC1=C(N=C(O1)C=1SC=CC1)CCOS(=O)(=O)C1=CC=C(C=C1)C (toluene-4-sulfonic acid 2-(5-methyl-2-thiophen-2-yl-oxazol-4-yl)-ethyl ester), C26H25FNO5S. Product: FC=1C=C(OC(C(=O)O)(CC2=CC=C(C=C2)OCCC=2N=C(OC2C)C=2SC=CC2)C)C=CC1 (2-(3-Fluoro-phenoxy)-2-methyl-3-{4-[2-(5-methyl-2-thiophen-2-yl-oxazol-4-yl)-ethoxy]-phenyl}-propionic acid). RXN SMILES: C([O:3][C:4](=[O:23])[C:5]([O:15][C:16]1[CH:21]=[CH:20][CH:19]=[C:18]([F:22])[CH:17]=1)([CH3:14])[CH2:6][C:7]1[CH:12]=[CH:11][C:10]([OH:13])=[CH:9][CH:8]=1)C.[CH3:24][C:25]1[O:29][C:28]([C:30]2[S:31][CH:32]=[CH:33][CH:34]=2)=[N:27][C:26]=1[CH2:35][CH2:36]OS(C1C=CC(C)=CC=1)(=O)=O>>[F:22][C:18]1[CH:17]=[C:16]([CH:21]=[CH:20][CH:19]=1)[O:15][C:5]([CH3:14])([CH2:6][C:7]1[CH:8]=[CH:9][C:10]([O:13][CH2:36][CH2:35][C:26]2[N:27]=[C:28]([C:30]3[S:31][CH:32]=[CH:33][CH:34]=3)[O:29][C:25]=2[CH3:24])=[CH:11][CH:12]=1)[C:4]([OH:3])=[O:23]. Reported procedure: The title compound was prepared from 2-(3-fluorophenoxy)-3-(4-hydroxyphenyl)-2-methyl-propionic acid ethyl ester and toluene-4-sulfonic acid 2-(5-methyl-2-thiophen-2-yl-oxazol-4-yl)-ethyl ester according to the method of Example 21. 1H NMR (400 MHz, CDCl3) δ 7.64 (dd, 1H, J=3.5 Hz, 1.17 Hz), 7.41 (dd, 1H, J=5.1 Hz, 1.17 Hz), 7.19-7.16 (m, 3H), 7.08 (dd, 1H, J=5.1 Hz, 3.91 Hz), 6.81 (d, 2H, J=8.6 Hz), 6.75-6.62 (m, 3H), 4.17 (t, 2H, J=6.6 Hz), 3.26 (d, 1H, J=13.7 Hz), 3.14 (d, 1H, J=13.69 Hz), 2.... The reactants are [OH-].[Na+] (NaOH), O (water), CC(C(=O)OCC)(C)OC1=C(C=CC=C1)S(=O)(=O)C (2-Methyl-2-(2-methanesulfonyl-phenoxy)-propionic acid, ethyl ester). Solvent: CO (MeOH). Conditions: temperature 25 celsius, time 1 hour. Product: CC(C(=O)O)(C)OC1=C(C=CC=C1)S(=O)(=O)C (2-Methyl-2-(2-methanesulfonyl-phenoxy)-propionic acid). The yield is 86.6%. As a reaction SMILES: [CH3:1][C:2]([O:9][C:10]1[CH:15]=[CH:14][CH:13]=[CH:12][C:11]=1[S:16]([CH3:19])(=[O:18])=[O:17])([CH3:8])[C:3]([O:5]CC)=[O:4].[OH-].[Na+].O>CO>[CH3:8][C:2]([O:9][C:10]1[CH:15]=[CH:14][CH:13]=[CH:12][C:11]=1[S:16]([CH3:19])(=[O:18])=[O:17])([CH3:1])[C:3]([OH:5])=[O:4] |f:1.2|. Procedure details: The product of Example 46B (1.22 g) was dissolved in MeOH (8 mL) and treated with 50% NaOH (1.75 g, 21.27 mmol) and water (6 mL). The mixture was heated until all was soluble and stirred at 25° C. for 1 hr. The solvents were removed in vacuo, water (6 mL) was added and the solution acidified with HCl. The mixture was extracted with CHCl3, dried (Na2SO4), filtered and concentrated in vacuo. The residue was crystallized from ether and heptane (1:4) to yield the title compound (0.953 g), m.p. 114-1... The reactants are ClC1=NC=NC=2N=CNC12, [Zn].O=S(O)C(F)F. Yields the product FC(F)C=1N=C(Cl)C=2NC(=NC2N1)C(F)F. Run in O, ClCCl. Conditions: temperature 25 celsius, time 18 hour. Reagents/catalysts: O=C(O)C(F)(F)F, OOC(C)(C)C. Yield: 30.0%. Reactants: NC1=C(C=NN1C1=CC=CC=C1)C(=O)OCC (ethyl 5-amino-1-phenyl-1H-pyrazole-4-carboxylate), Cl (HCl), [H-].[Na+] (sodium hydride), BrCC (bromoethane). The solvent is O (Water), CN(C)C=O (DMF), CCO (EtOH), [OH-].[Na+] (NaOH). Conditions: temperature 0 celsius, time 2 hour. Product: C(C)NC1=C(C=NN1C1=CC=CC=C1)C(=O)O (5-(ethylamino)-1-phenyl-1H-pyrazole-4-carboxylic acid). Yield: 66.5%. As a reaction SMILES: [NH2:1][C:2]1[N:6]([C:7]2[CH:12]=[CH:11][CH:10]=[CH:9][CH:8]=2)[N:5]=[CH:4][C:3]=1[C:13]([O:15]CC)=[O:14].[H-].[Na+].Br[CH2:21][CH3:22].Cl>CN(C=O)C.CCO.[OH-].[Na+].O>[CH2:21]([NH:1][C:2]1[N:6]([C:7]2[CH:8]=[CH:9][CH:10]=[CH:11][CH:12]=2)[N:5]=[CH:4][C:3]=1[C:13]([OH:15])=[O:14])[CH3:22] |f:1.2,7.8|. Reported procedure: To a solution of ethyl 5-amino-1-phenyl-1H-pyrazole-4-carboxylate (10 g, 43 mmol) in DMF (100 mL) at 0° C. was slowly added sodium hydride (60% dispersion, 1.9 g, 47.6 mmol). After the evolution of gas had ceased, bromoethane (3.55 mL, 47.6 mmol) was added dropwise. The reaction was stirred at 0° C. for 2 hour, then gradually warmed to RT. Water was added to the reaction, resulting in the formation of a precipitate which was collected by filtration and used directly in the next step. The materia...